From a dataset of the Open Reaction Database (ORD), a public repository of structured organic reaction records. describe an organic reaction: reactants, conditions, products, and yield The reactants are O=C(Cl)CCl, Cl, CCOC(=O)c1c(C)cc(N)c(C(=O)O)c1C, c1ccncc1, c1ccccc1. Yields the product CCOC(=O)c1c(C)cc(NC(=O)CCl)c(C(=O)O)c1C. RXN SMILES: [Cl:24][CH2:25][C:26](=[O:27])[Cl:28].[ClH:29].[NH2:1][c:2]1[c:3]([C:4](=[O:5])[OH:6])[c:7]([CH3:17])[c:8]([C:12](=[O:13])[O:14][CH2:15][CH3:16])[c:9]([CH3:11])[cH:10]1.[cH:18]1[cH:19][cH:20][n:21][cH:22][cH:23]1.[cH:30]1[cH:31][cH:32][cH:33][cH:34][cH:35]1>>[NH:1]([c:2]1[c:3]([C:4](=[O:5])[OH:6])[c:7]([CH3:17])[c:8]([C:12](=[O:13])[O:14][CH2:15][CH3:16])[c:9]([CH3:11])[cH:10]1)[C:26]([CH2:25][Cl:24])=[O:27]. The reactants are [Cl-].O[NH3+] (hydroxylammonium chloride), C(O)([O-])=O.[Na+] (sodium hydrogen carbonate), CS(=O)C (dimethyl sulfoxide), [Cl-].O[NH3+] (Hydroxylammonium chloride), C(O)([O-])=O.[Na+] (sodium hydrogen carbonate), CN([C@@H]1CC[C@H](CC1)N1C=2N(C(=C(C1=O)CC1=CC=C(C=C1)C=1C(=CC=CC1)C#N)CCC)N=CN2)C2CCOCC2 (4′-[(4-{trans-4-[methyl(tetrahydro-2H-pyran-4-yl)amino]cyclohexyl}-5-oxo-7-propyl-4,5-dihydro[1,2,4]triazolo[1,5-a]pyrimidin-6-yl)methyl]biphenyl-2-carbonitrile). Run in O (water), C(C)(=O)OCC (Ethyl acetate). Conditions: temperature 40 celsius, time 30 minute. Yields the product CN([C@@H]1CC[C@H](CC1)N1C=2N(C(=C(C1=O)CC1=CC=C(C=C1)C1=C(C=CC=C1)C1=NOC(N1)=O)CCC)N=CN2)C2CCOCC2 (4-{trans-4-[methyl(tetrahydro-2H-pyran-4-yl)amino]cyclohexyl}-6-{[2′-(5-oxo-4,5-dihydro-1,2,4-oxadiazol-3-yl)biphenyl-4-yl]methyl}-7-propyl[1,2,4]triazolo[1,5-a]pyrimidin-5(4H)-one). Yield: 30.6%. Reaction SMILES: [Cl-].O[NH3+:3].[C:4](=[O:7])([O-])[OH:5].[Na+].CS(C)=O.[CH3:13][N:14]([CH:49]1[CH2:54][CH2:53][O:52][CH2:51][CH2:50]1)[C@H:15]1[CH2:20][CH2:19][C@H:18]([N:21]2[C:26](=[O:27])[C:25]([CH2:28][C:29]3[CH:34]=[CH:33][C:32]([C:35]4[C:36]([C:41]#[N:42])=[CH:37][CH:38]=[CH:39][CH:40]=4)=[CH:31][CH:30]=3)=[C:24]([CH2:43][CH2:44][CH3:45])[N:23]3[N:46]=[CH:47][N:48]=[C:22]23)[CH2:17][CH2:16]1>O.C(OCC)(=O)C>[CH3:13][N:14]([CH:49]1[CH2:50][CH2:51][O:52][CH2:53][CH2:54]1)[C@H:15]1[CH2:16][CH2:17][C@H:18]([N:21]2[C:26](=[O:27])[C:25]([CH2:28][C:29]3[CH:30]=[CH:31][C:32]([C:35]4[CH:40]=[CH:39][CH:38]=[CH:37][C:36]=4[C:41]4[NH:3][C:4](=[O:7])[O:5][N:42]=4)=[CH:33][CH:34]=3)=[C:24]([CH2:43][CH2:44][CH3:45])[N:23]3[N:46]=[CH:47][N:48]=[C:22]23)[CH2:19][CH2:20]1 |f:0.1,2.3|. Reported procedure: A mixture of hydroxylammonium chloride (0.24 g), sodium hydrogen carbonate (0.40 g) and dimethyl sulfoxide (3 mL) was stirred at 40° C. for 30 min, 4′-[(4-{trans-4-[methyl(tetrahydro-2H-pyran-4-yl)amino]cyclohexyl}-5-oxo-7-propyl-4,5-dihydro[1,2,4]triazolo[1,5-a]pyrimidin-6-yl)methyl]biphenyl-2-carbonitrile (0.13 g) was added, and the mixture was stirred at 90° C. for 16 hr. Hydroxylammonium chloride (0.24 g) and sodium hydrogen carbonate (0.40 g) were added, and the mixture was further stirred ...